From a dataset of the Open Reaction Database (ORD), a public repository of structured organic reaction records. describe an organic reaction: reactants, conditions, products, and yield Starting materials: C(C)(=O)NC1SC=2C(C1C(=O)OCC)CC=CC2 (ethyl 2-acetylaminotetrahydrobenzothiophene-3-carboxylate), N1CCCC1 (pyrrolidine), CC(=C)C1=CC=CC=C1 (α-methylstyrene). Procedure details: 14.4 g of hydrogenation catalyst (Degussa-Hüls; E 101 R/W 5%) are added to a solution of 36 g of ethyl 2-acetylaminotetrahydrobenzothiophene-3-carboxylate in 250 ml of xylene (isomeric mixture) and the mixture is heated to a constant temperature of 139° C. to 141° C. 47 g of α-methylstyrene are metered in over a period of 5 h. The mixture is then refluxed for a further 36 h. It is cooled to 102° C., 32 g of pyrrolidine are added and the mixture is brought back to the reflux point (127° C.); it i... The yield is 70.5%. Run at temperature 102 celsius, time 20 hour. Yields the product NC=1SC2=C(C1C(=O)OCC)C=CC=C2 (ethyl 2-aminobenzothiophene-3-carboxylate), crystals. As a reaction SMILES: C([NH:4][CH:5]1[CH:9]([C:10]([O:12][CH2:13][CH3:14])=[O:11])[CH:8]2[CH2:15][CH:16]=[CH:17][CH:18]=[C:7]2[S:6]1)(=O)C.CC(C1C=CC=CC=1)=C.N1CCCC1>C1(C)C(C)=CC=CC=1>[NH2:4][C:5]1[S:6][C:7]2[CH:18]=[CH:17][CH:16]=[CH:15][C:8]=2[C:9]=1[C:10]([O:12][CH2:13][CH3:14])=[O:11]. Solvent: C=1(C(=CC=CC1)C)C (xylene). Starting materials: CC1CCCCC1O, CCOC(=O)c1ncn2c1C1CCCN1C(=O)c1c(Cl)cccc1-2, N#C[K]. The product is CC1CCCCC1OC(=O)c1ncn2c1C1CCCN1C(=O)c1c(Cl)cccc1-2. RXN SMILES: [CH3:25][CH:26]1[CH:27]([OH:32])[CH2:28][CH2:29][CH2:30][CH2:31]1.[Cl:1][c:2]1[cH:3][cH:4][cH:5][c:6]2[c:7]1[C:8](=[O:24])[N:9]1[CH:10]([c:11]3[n:12]-2[cH:13][n:14][c:15]3[C:16](=[O:17])[O:18][CH2:19][CH3:20])[CH2:21][CH2:22][CH2:23]1.[K:33][C:34]#[N:35]>>[Cl:1][c:2]1[cH:3][cH:4][cH:5][c:6]2[c:7]1[C:8](=[O:24])[N:9]1[CH:10]([c:11]3[n:12]-2[cH:13][n:14][c:15]3[C:16](=[O:17])[O:32][CH:27]2[CH:26]([CH3:25])[CH2:31][CH2:30][CH2:29][CH2:28]2)[CH2:21][CH2:22][CH2:23]1. Reactants: O=C([O-])[O-], CC(=O)[O-], CC(=O)[O-], COc1cc(N)ccc1-n1cnc(C)c1, [Cl-], COc1nc(Cl)nc(OC)n1, [K+], [K+], [Na+], C1COCCO1, [Pd+2], c1ccc(-c2ccccc2P(C2CCCCC2)C2CCCCC2)cc1. Yields the product COc1nc(Nc2ccc(-n3cnc(C)c3)c(OC)c2)nc(OC)n1. Reaction SMILES: [C:52](=[O:53])([O-:54])[O-:55].[C:66]([O-:67])(=[O:68])[CH3:69].[C:71]([O-:72])(=[O:73])[CH3:74].[CH3:26][O:27][c:28]1[cH:29][c:30]([NH2:40])[cH:31][cH:32][c:33]1-[n:34]1[cH:35][n:36][c:37]([CH3:39])[cH:38]1.[Cl-:59].[Cl:41][c:42]1[n:43][c:44]([O:50][CH3:51])[n:45][c:46]([O:48][CH3:49])[n:47]1.[K+:56].[K+:57].[Na+:58].[O:60]1[CH2:61][CH2:62][O:63][CH2:64][CH2:65]1.[Pd+2:70].[c:1]1(-[c:2]2[cH:3][cH:4][cH:5][cH:6][cH:7]2)[cH:8][cH:9][cH:10][cH:11][c:12]1[P:13]([CH:14]1[CH2:15][CH2:16][CH2:17][CH2:18][CH2:19]1)[CH:20]1[CH2:21][CH2:22][CH2:23][CH2:24][CH2:25]1>>[CH3:26][O:27][c:28]1[cH:29][c:30]([NH:40][c:42]2[n:43][c:44]([O:50][CH3:51])[n:45][c:46]([O:48][CH3:49])[n:47]2)[cH:31][cH:32][c:33]1-[n:34]1[cH:35][n:36][c:37]([CH3:39])[cH:38]1.